Task: describe an organic reaction: reactants, conditions, products, and yield. Dataset: the Open Reaction Database (ORD), a public repository of structured organic reaction records Starting materials: CNC1=NN=C(N1C)C1=CC=NC=C1 (methyl-(4-methyl-5-pyridin-4-yl-4H-[1,2,4]triazol-3-yl)-amine), Cl.C(C1=CN=CC=C1)(=O)Cl (nicotinoyl chloride hydrochloride). Product: CNC1=NN=C(N1C)C=1C=NC=CC1 (Methyl-(4-methyl-5-pyridin-3-yl-4H-[1,2,4]triazol-3-yl)-amine). RXN SMILES: [CH3:1][NH:2][C:3]1[N:7]([CH3:8])[C:6]([C:9]2[CH:14]=[CH:13]N=C[CH:10]=2)=[N:5][N:4]=1.Cl.C(Cl)(=O)C1C=CC=[N:19][CH:18]=1>>[CH3:1][NH:2][C:3]1[N:7]([CH3:8])[C:6]([C:9]2[CH:10]=[N:19][CH:18]=[CH:13][CH:14]=2)=[N:5][N:4]=1 |f:1.2|. Procedure: The title compound is prepared according to the procedure for methyl-(4-methyl-5-pyridin-4-yl-4H-[1,2,4]triazol-3-yl)-amine (example 16a) from nicotinoyl chloride hydrochloride. Starting materials: C1CN2CCN1CC2 (DABCO), C[Si](C=1NC2=CC=CC=C2C1)(C)C (2-trimethylsilyl indole), INC1=CC=CC=C1 (iodoaniline), acyl silane. The reagents and catalysts are CC(=O)O.CC(=O)O.[Pd] (Pd(OAC)2). The solvent is CN(C)C=O (DMF). Conditions: temperature 105 celsius. Yields the product C[Si](C=1NC2=CC=CC=C2C1)(C)C (2-trimethylsilyl indole), N1C=CC2=CC=CC=C12 (indole). Reaction SMILES: [CH3:1][Si:2]([CH3:13])([CH3:12])[C:3]1[NH:4][C:5]2[C:10]([CH:11]=1)=[CH:9][CH:8]=[CH:7][CH:6]=2.INC1C=CC=CC=1.C1N2CCN(CC2)C1>CN(C=O)C.CC(O)=O.CC(O)=O.[Pd]>[CH3:1][Si:2]([CH3:13])([CH3:12])[C:3]1[NH:4][C:5]2[C:10]([CH:11]=1)=[CH:9][CH:8]=[CH:7][CH:6]=2.[NH:4]1[C:5]2[C:10](=[CH:9][CH:8]=[CH:7][CH:6]=2)[CH:11]=[CH:3]1 |f:4.5.6|. Procedure details: Preparation of 2-trimethylsilyl indole ##STR15## A mixture of iodoaniline (2.19 g, 10 mmol), acyl silane (2.36 g, 20 mmol, prepared according to the procedures of reference example A), DABCO (1,4-diazabicyclo[2.2.2]octane, 3.36 g, 30 mmol) and Pd(OAC)2 (112.25 mg, 0.5 mmol) in 30 mL DMF was degassed via N2 /vacuum and heated at 105° C. for 36 h. The mixture was cooled to room temperature, diluted with IPAc (isopropyl acetate, 100 mL) and washed with 2×50 mL of water. The IPAc layer was concentra... Reactants: C(C)(CC)B(OC(C)C)OC(C)C (sec-butyldiisopropoxyborane), Cl (HCl), [B] (boron), C(#CCCCCCC)[Li] (1-octynyllithium). Run in C(C)OCC (ethyl ether), C(C)OCC (ethyl ether). Yields the product C(C)(CC)B(OC(C)C)C#CCCCCCC (sec-Butyl(1-octynyl)isopropoxyborane). As a reaction SMILES: [CH:1]([B:5]([O:10][CH:11]([CH3:13])[CH3:12])OC(C)C)([CH2:3][CH3:4])[CH3:2].[C:14]([Li])#[C:15][CH2:16][CH2:17][CH2:18][CH2:19][CH2:20][CH3:21].Cl.[B]>C(OCC)C>[CH:1]([B:5]([C:14]#[C:15][CH2:16][CH2:17][CH2:18][CH2:19][CH2:20][CH3:21])[O:10][CH:11]([CH3:12])[CH3:13])([CH2:3][CH3:4])[CH3:2]. Procedure: sec-Butyl(1-octynyl)isopropoxyborane was prepared following the method of Example 12 with sec-butyldiisopropoxyborane (10.79 g, 58 mmol) in ethyl ether (58 mL) and added to a solution of 1-octynyllithium (64 mmol in 64 mL, THF) and quenched with HCl in ethyl ether (18.82 mL, 64 mmol). Yield: 10.1 g (74%), bp 68°-70° C. (0.1 mm Hg); n20D 1.4366; proton NMR (CDCl3) δ4.60 (septet, J=18 Hz, 1H), 2.23 (triplet, 2H), 1.17 (d, J=18 Hz, 6H), 0.87 (m, 9H); boron NMR (CDCl3) δ+41.6 ppm(s); mass spectrum (... Reactants: C(#N)C1=NC=C(C=C1)C1=NN2C(N=CC=C2C2=CC(=C(C=C2)OC(F)F)OCC2CC2)=N1 (2-(2-cyano-pyridin-5-yl)-7-[3-(cyclopropylmethoxy)-4-(difluoromethoxy)phenyl]-[1,2,4]triazolo[1,5-a]pyrimidine), C(=O)(O)[O-].[Na+] (NaHCO3), C(#N)C1=NC=C(C=C1)C1=NN2C(N=CC=C2C2=CC(=C(C=C2)OC(F)F)OCC2CC2)=N1 (2-(2-cyano-pyridin-5-yl)-7-[3-(cyclopropylmethoxy)-4-(difluoromethoxy)phenyl]-[1,2,4]triazolo[1,5-a]pyrimidine), CCO (EtOH), C[Si](C)(C)Cl (TMSCl). Reaction conditions: temperature 50 celsius. Yields the product desired compound, COC(=O)C1=NC=C(C=C1)C1=NN2C(N=CC=C2C2=CC(=C(C=C2)OC(F)F)OCC2CC2)=N1 (5-[7-{3-(cyclopropylmethoxy)-4-(difluoromethoxy)phenyl}-[1,2,4]triazolo[1,5-a]pyrimidin-2-yl]pyridine-2-carboxylic acid methyl ester), C1(CC1)COC=1C=C(C=CC1OC(F)F)C1=CC=NC=2N1N=C(N2)C=2C=CC(=NC2)C(=O)N (5-[7-{3-(cyclopropylmethoxy)-4-(difluoromethoxy)phenyl}-[1,2,4]triazolo[1,5-a]pyrimidin-2-yl]pyridine-2-carboxamide). Yield: 24.0%. As a reaction SMILES: C[CH2:2][OH:3].[C:4]([C:6]1[CH:11]=[CH:10][C:9]([C:12]2[N:35]=[C:15]3[N:16]=[CH:17][CH:18]=[C:19]([C:20]4[CH:25]=[CH:24][C:23]([O:26][CH:27]([F:29])[F:28])=[C:22]([O:30][CH2:31][CH:32]5[CH2:34][CH2:33]5)[CH:21]=4)[N:14]3[N:13]=2)=[CH:8][N:7]=1)#[N:5].C[Si](Cl)(C)C.C([O-])(O)=[O:42].[Na+]>>[CH3:2][O:3][C:4]([C:6]1[CH:11]=[CH:10][C:9]([C:12]2[N:35]=[C:15]3[N:16]=[CH:17][CH:18]=[C:19]([C:20]4[CH:25]=[CH:24][C:23]([O:26][CH:27]([F:28])[F:29])=[C:22]([O:30][CH2:31][CH:32]5[CH2:33][CH2:34]5)[CH:21]=4)[N:14]3[N:13]=2)=[CH:8][N:7]=1)=[O:42].[CH:32]1([CH2:31][O:30][C:22]2[CH:21]=[C:20]([C:19]3[N:14]4[N:13]=[C:12]([C:9]5[CH:10]=[CH:11][C:6]([C:4]([NH2:5])=[O:3])=[N:7][CH:8]=5)[N:35]=[C:15]4[N:16]=[CH:17][CH:18]=3)[CH:25]=[CH:24][C:23]=2[O:26][CH:27]([F:29])[F:28])[CH2:33][CH2:34]1 |f:3.4|. Reported procedure: In EtOH (13 ml, 220 mmol), dissolved was 2-(2-cyano-pyridin-5-yl)-7-[3-(cyclopropylmethoxy)-4-(difluoromethoxy)phenyl]-[1,2,4]triazolo[1,5-a]pyrimidine (Compound 123) (0.12 g, 0.28 mmol), and TMSCl (14 ml, 110 mmol) was slowly added dropwise thereto, and the mixture was stirred at 50° C. To the reaction mixture, NaHCO3(aq) was added, and the mixture was extracted three times with CH2Cl. The extract was washed twice with brine, dried over MgSO4, filtered, and evaporated under reduced pressure to ... The reactants are O1C(=CC=C1)/C=C/C(CS(=O)(=O)N1CC2=CC(=CC=C2CC1)OC)N(C=O)O (N-((2E)-3-(2-furyl)-1-{[(7-methoxy-3,4-dihydroisoquinolin-2(1H)-yl)sulfonyl]methyl}prop-2-en-1-yl)-N-hydroxyformamide), [H][H] (hydrogen). Reagents/catalysts: [Pd] (Pd/C). Run in CO (MeOH). Yields the product ON(C=O)C(CCC1OCCC1)CS(=O)(=O)N1CC2=CC(=CC=C2CC1)OC (N-hydroxy-N-[1-{[(7-methoxy-3,4-dihydroisoquinolin-2(1H)-yl)sulfonyl]methyl}-3-(tetrahydrofuran-2-yl)propyl]formamide). Yield: 33.2%. Reaction SMILES: [O:1]1[CH:5]=[CH:4][CH:3]=[C:2]1/[CH:6]=[CH:7]/[CH:8]([N:25]([OH:28])[CH:26]=[O:27])[CH2:9][S:10]([N:13]1[CH2:22][CH2:21][C:20]2[C:15](=[CH:16][C:17]([O:23][CH3:24])=[CH:18][CH:19]=2)[CH2:14]1)(=[O:12])=[O:11].[H][H]>CO.[Pd]>[OH:28][N:25]([CH:8]([CH2:9][S:10]([N:13]1[CH2:22][CH2:21][C:20]2[C:15](=[CH:16][C:17]([O:23][CH3:24])=[CH:18][CH:19]=2)[CH2:14]1)(=[O:11])=[O:12])[CH2:7][CH2:6][CH:2]1[CH2:3][CH2:4][CH2:5][O:1]1)[CH:26]=[O:27]. Procedure: A solution of N-((2E)-3-(2-furyl)-1-{[(7-methoxy-3,4-dihydroisoquinolin-2(1H)-yl)sulfonyl]methyl}prop-2-en-1-yl)-N-hydroxyformamide (30 mg, 0.073 mmol) in MeOH (3 ml) was hydrogenated over 10% Pd/C under 5 bars of hydrogen for 2 hours. The reaction mixture was filtered and the solvent was evaporated under reduced pressure to give the title compound (33) as a colorless oil (10 mg, 33%). HPLC, Rt: 3.2 min (purity: 84.3%). LC/MS, M+(ESI): 413.3, M−(ESI): 411.2. The reactants are solution, Cl (hydrogen chloride), CN(CC(COC1=C(C=CC=C1)CCCCC1=CC=C(C=C1)C(C)C)O)C (3-dimethylamino-1-{2-[4-(4-isopropylphenyl)butYl]phenoxy}-2-propanol). Run in O1CCOCC1 (dioxane), C(C)(=O)OCC (ethyl acetate). Procedure details: Following a procedure similar to that described in Example 1(c), 1 ml of a 4N solution of hydrogen chloride in dioxane was added to a solution of 703 mg of 3-dimethylamino-1-{2-[4-(4-isopropylphenyl)butYl]phenoxy}-2-propanol [prepared as described in step (b) above] in 7 ml of ethyl acetate. The resulting mixture was concentrated by evaporation under reduced pressure, and the resulting oily residue was dissolved in ethyl acetate and allowed to stand. The crystals which precipitated were collecte... RXN SMILES: [ClH:1].[CH3:2][N:3]([CH3:28])[CH2:4][CH:5]([OH:27])[CH2:6][O:7][C:8]1[CH:13]=[CH:12][CH:11]=[CH:10][C:9]=1[CH2:14][CH2:15][CH2:16][CH2:17][C:18]1[CH:23]=[CH:22][C:21]([CH:24]([CH3:26])[CH3:25])=[CH:20][CH:19]=1>O1CCOCC1.C(OCC)(=O)C>[ClH:1].[CH3:28][N:3]([CH3:2])[CH2:4][CH:5]([OH:27])[CH2:6][O:7][C:8]1[CH:13]=[CH:12][CH:11]=[CH:10][C:9]=1[CH2:14][CH2:15][CH2:16][CH2:17][C:18]1[CH:23]=[CH:22][C:21]([CH:24]([CH3:25])[CH3:26])=[CH:20][CH:19]=1 |f:4.5|. The yield is 82.0%. Product: Cl.CN(CC(COC1=C(C=CC=C1)CCCCC1=CC=C(C=C1)C(C)C)O)C (3-Dimethyamino-1-{2-[4-(4-isopropylphenyl)butyl]phenoxy}-2-propanol hydrochloride). Reactants: NCCCCCO (5-aminopentan-1-ol), C1=CC=CC=2C3=CC=CC=C3C(C12)COC(=O)N[C@H](C(=O)O)C(C)(SC(C1=CC=CC=C1)(C1=CC=CC=C1)C1=CC=CC=C1)C ((R)-2-(((9H-fluoren-9-yl)methoxy)carbonylamino)-3-methyl-3-(tritylthio)butanoic acid), C=1C=CC2=C(C1)N=NN2O (HOBT), CCN(C(C)C)C(C)C (Hunig's Base). Run in CCOC(=O)C (EtOAc), C(Cl)Cl (DCM), CN(C)C=O (DMF). Reaction conditions: time 1 hour. The product is OCCCCCNC([C@H](C(C)(SC(C1=CC=CC=C1)(C1=CC=CC=C1)C1=CC=CC=C1)C)NC(OCC1C2=CC=CC=C2C=2C=CC=CC12)=O)=O ((R)-(9H-fluoren-9-yl)methyl 1-(5-hydroxypentylamino)-3-methyl-1-oxo-3-(tritylthio)butan-2-ylcarbamate). Isolated yield 65.8%. RXN SMILES: [CH:1]1[C:13]2[CH:12]([CH2:14][O:15][C:16]([NH:18][C@@H:19]([C:23]([CH3:45])([S:25][C:26]([C:39]3[CH:44]=[CH:43][CH:42]=[CH:41][CH:40]=3)([C:33]3[CH:38]=[CH:37][CH:36]=[CH:35][CH:34]=3)[C:27]3[CH:32]=[CH:31][CH:30]=[CH:29][CH:28]=3)[CH3:24])[C:20]([OH:22])=O)=[O:17])[C:11]3[C:6](=[CH:7][CH:8]=[CH:9][CH:10]=3)[C:5]=2[CH:4]=[CH:3][CH:2]=1.C1C=CC2N(O)N=NC=2C=1.CCN(C(C)C)C(C)C.[NH2:65][CH2:66][CH2:67][CH2:68][CH2:69][CH2:70][OH:71]>CCOC(C)=O.C(Cl)Cl.CN(C=O)C>[OH:71][CH2:70][CH2:69][CH2:68][CH2:67][CH2:66][NH:65][C:20](=[O:22])[C@@H:19]([NH:18][C:16](=[O:17])[O:15][CH2:14][CH:12]1[C:13]2[CH:1]=[CH:2][CH:3]=[CH:4][C:5]=2[C:6]2[C:11]1=[CH:10][CH:9]=[CH:8][CH:7]=2)[C:23]([CH3:24])([S:25][C:26]([C:27]1[CH:28]=[CH:29][CH:30]=[CH:31][CH:32]=1)([C:39]1[CH:44]=[CH:43][CH:42]=[CH:41][CH:40]=1)[C:33]1[CH:34]=[CH:35][CH:36]=[CH:37][CH:38]=1)[CH3:45]. Procedure: To a round bottom flask was added (R)-2-(((9H-fluoren-9-yl)methoxy)carbonylamino)-3-methyl-3-(tritylthio)butanoic acid (400 mg, 0.652 mmol), HOBT (120 mg, 0.782 mmol), Hunig's Base (0.137 mL, 0.782 mmol), DMF (1 mL) and DCM (5 mL). The reaction was stirred at rt for 1 hr. Then 5-aminopentan-1-ol (67.2 mg, 0.652 mmol) was added to the reaction and the reaction was stirred at rt overnight. The reaction was diluted with EtOAc (50 mL) and washed with water (4×15 mL) and saturated aqueous NaCl (15 mL...